describe an organic reaction: reactants, conditions, products, and yield From a dataset of the Open Reaction Database (ORD), a public repository of structured organic reaction records. The reactants are ClCCCN1CCC2(C(N(C(O2)=O)CC)=C)CC1 (8-(3-chloropropyl)-3-ethyl-4-methylene-2-oxo-1-oxa-3,8-diazaspiro[4,5]decane), [Cl-].[NH4+] (ammonium chloride), [H-].[Na+] (sodium hydride), C1=CC=CC=2SC3=CC=CC=C3NC12 (phenothiazine). Solvent: CN(C=O)C (dimethylformamide), CN(C=O)C (dimethylformamide). Conditions: time 2 hour. Yields the product C(C)N1C(OC2(C1=C)CCN(CC2)CCCN2C1=CC=CC=C1SC=1C=CC=CC21)=O (3-ethyl-4-methylene-2-oxo-8-[3-(10H-phenothiazin-10-yl)propyl]-1-oxa-3,8-diazaspiro[4,5]decane). Yield: 57.6%. Reaction SMILES: [H-].[Na+].[CH:3]1[C:16]2[NH:15][C:14]3[C:9](=[CH:10][CH:11]=[CH:12][CH:13]=3)[S:8][C:7]=2[CH:6]=[CH:5][CH:4]=1.Cl[CH2:18][CH2:19][CH2:20][N:21]1[CH2:34][CH2:33][C:24]2([O:28][C:27](=[O:29])[N:26]([CH2:30][CH3:31])[C:25]2=[CH2:32])[CH2:23][CH2:22]1.[Cl-].[NH4+]>CN(C)C=O>[CH2:30]([N:26]1[C:25](=[CH2:32])[C:24]2([CH2:33][CH2:34][N:21]([CH2:20][CH2:19][CH2:18][N:15]3[C:16]4[CH:3]=[CH:4][CH:5]=[CH:6][C:7]=4[S:8][C:9]4[C:14]3=[CH:13][CH:12]=[CH:11][CH:10]=4)[CH2:22][CH2:23]2)[O:28][C:27]1=[O:29])[CH3:31] |f:0.1,4.5|. Procedure: 0.6 g of sodium hydride (60% oily dispersion) is added to a solution of 3.0 g of phenothiazine in 20 ml of anhydrous dimethylformamide under argon, then the reaction mixture is stirred at 50° to 60° C. for 2 hours. Thereafter, 3.9 g of 8-(3-chloropropyl)-3-ethyl-4-methylene-2-oxo-1-oxa-3,8-diazaspiro[4,5]decane dissolved in 20 ml of dimethylformamide are dropwise added and the mixture is stirred at 40° to 50° C. for additional 6 to 7 hours. After cooling down saturated ammonium chloride solution...